This data is from the Open Reaction Database (ORD), a public repository of structured organic reaction records. The task is: describe an organic reaction: reactants, conditions, products, and yield The reactants are C([O-])(O)=O.[Na+] (sodium bicarbonate), OC=1C=C(C(=O)O)C=C(C1)O (3,5-Dihydroxybenzoic acid), C1(=C(C=CC=C1)N)N (o-phenylenediamine), [OH-].[Na+] (sodium hydroxide). Run in Cl (hydrochloric acid). The product is OC=1C=C(C=C(C1)O)C=1NC2=C(N1)C=CC=C2 (2-(3′,5′-Dihydroxyphenyl)benzimidazole). The yield is 29.5%. As a reaction SMILES: [OH:1][C:2]1[CH:3]=[C:4]([CH:8]=[C:9]([OH:11])[CH:10]=1)[C:5](O)=O.[C:12]1([NH2:19])[CH:17]=[CH:16][CH:15]=[CH:14][C:13]=1[NH2:18].[OH-].[Na+].C(=O)(O)[O-].[Na+]>Cl>[OH:1][C:2]1[CH:3]=[C:4]([C:5]2[NH:18][C:13]3[CH:14]=[CH:15][CH:16]=[CH:17][C:12]=3[N:19]=2)[CH:8]=[C:9]([OH:11])[CH:10]=1 |f:2.3,4.5|. Procedure details: 3,5-Dihydroxybenzoic acid (21.4 g, 0.14 mol) and o-phenylenediamine (10 g, 0.093 mol) were refluxed in 4M hydrochloric acid (200 mL) at 135° C. for 24 hours under nitrogen. The mixture was cooled to room temperature and then neutralized to pH 6 with sodium hydroxide and then to pH 8 with sodium bicarbonate. The precipitated tan-colored product was isolated by filtration and recrystallized from methanol/water (1:4) to yield tan-colored needles (6.2 g). 1H NMR (DMSO-d6):δ 6.36 (1H, t), 7.04 (2H, d... The reactants are reagent, S(=O)(Cl)Cl (thionylchloride), O(C1=CC=CC=C1)C=1C=CC(=NC1)C=NO (5-phenoxy-2-pyridinecarboxaldehyde oxime). The product is O(C1=CC=CC=C1)C=1C=CC(=NC1)C#N (5-phenoxy-2-pyridinecarbonitrile). As a reaction SMILES: S(Cl)(Cl)=O.[O:5]([C:12]1[CH:13]=[CH:14][C:15]([CH:18]=[N:19]O)=[N:16][CH:17]=1)[C:6]1[CH:11]=[CH:10][CH:9]=[CH:8][CH:7]=1>>[O:5]([C:12]1[CH:13]=[CH:14][C:15]([C:18]#[N:19])=[N:16][CH:17]=1)[C:6]1[CH:7]=[CH:8][CH:9]=[CH:10][CH:11]=1. Procedure details: A solution of sodium amide is prepared using 5 g of sodium metal in 500 ml liquid ammonia and 0.1 g ferric nitrate catalyst. A solution of 19 g of 2-methyl-5-phenoxypyridine in 20 ml of anhydrous diethylether is added dropwise, followed by a solution of 11 g of n-butylnitrite in 20 ml of anhydrous diethylether. The ammonia is allowed to evaporate and the resulting mixture of solids is treated with 27 g of ammonium sulfate, 100 ml of diethylether and 100 ml of water. The mixture is extracted with... The reactants are COC=1C=C2C=CC(=CC2=CC1)C=1N(C(=CC1)C1=CC=CC=C1)C1=CC=CC=C1 (2-(6-methoxy-2-naphthyl)-1,5-dipheny-1H-pyrrol), Cl.N1=CC=CC=C1 (pyridine hydrochloride). Conditions: temperature 205 celsius. Product: C1(=CC=CC=C1)N1C(=CC=C1C1=CC=CC=C1)C=1C=C2C=CC(=CC2=CC1)O (6-(1,5-diphenyl-1H-pyrrol-2-yl)-2-naphthol). The yield is 83.1%. Reaction SMILES: C[O:2][C:3]1[CH:4]=[C:5]2[C:10](=[CH:11][CH:12]=1)[CH:9]=[C:8]([C:13]1[N:14]([C:24]3[CH:29]=[CH:28][CH:27]=[CH:26][CH:25]=3)[C:15]([C:18]3[CH:23]=[CH:22][CH:21]=[CH:20][CH:19]=3)=[CH:16][CH:17]=1)[CH:7]=[CH:6]2.Cl.N1C=CC=CC=1>>[C:24]1([N:14]2[C:15]([C:18]3[CH:19]=[CH:20][CH:21]=[CH:22][CH:23]=3)=[CH:16][CH:17]=[C:13]2[C:8]2[CH:9]=[C:10]3[C:5](=[CH:6][CH:7]=2)[CH:4]=[C:3]([OH:2])[CH:12]=[CH:11]3)[CH:25]=[CH:26][CH:27]=[CH:28][CH:29]=1 |f:1.2|. Reported procedure: In a similar manner as described in step 5 of Example 1, the title compound was prepared from 2-(6-methoxy-2-naphthyl)-1,5-dipheny-1H-pyrrol (1.25 g, 3.33 mmol), prepared in the previous step, and pyridine hydrochloride (30 g) with the exception that this reaction required heating at 205° C. Purification on silica gel (500 g, 200–300 mesh) using methylene chloride as the eluent gave 6-(1,5-diphenyl-1H-pyrrol-2-yl)-2-naphthol as a reddish solid (1.00 g, 83%), mp 222–223° C. Elemental Analysis for... The reactants are [O-]C#N.[Na+] (sodium cyanate), FC(C(=O)O)(F)F (trifluoroacetic acid), C1(=CC=CC=C1)\C(=C/CCCCCO)\C=1C=NC=CC1 ((E)-7-Phenyl-7-(3-pyridyl)-6-hepten-1-ol). The solvent is C(Cl)Cl (methylene chloride). Conditions: time 20 hour. Yields the product C(N)(=O)OCCCCC\C=C\C=1C=NC=CC1 (1-carbamoyloxy-(E)-7-(3-pyridyl)-6-heptene). Isolated yield 105.0%. Reaction SMILES: C1(/[C:7](/[C:15]2[CH:16]=[N:17][CH:18]=[CH:19][CH:20]=2)=[CH:8]\[CH2:9][CH2:10][CH2:11][CH2:12][CH2:13][OH:14])C=CC=CC=1.[O-:21][C:22]#[N:23].[Na+].FC(F)(F)C(O)=O>C(Cl)Cl>[C:22]([O:14][CH2:13][CH2:12][CH2:11][CH2:10][CH2:9]/[CH:8]=[CH:7]/[C:15]1[CH:16]=[N:17][CH:18]=[CH:19][CH:20]=1)(=[O:21])[NH2:23] |f:1.2|. Procedure details: (E)-7-Phenyl-7-(3-pyridyl)-6-hepten-1-ol (2.0 g, 7.4 mmoles) was dissolved in methylene chloride (20 ml), and sodium cyanate (0.50 g, 7.7 mmoles) and trifluoroacetic acid (5 ml) were added. The mixture was stirred at room temperature for 20 hours and concentrated under reduced pressure. The residue was shaken with potassium carbonate (1 g), water (20 ml) and methylene chloride (50 ml), and the organic layer was separated, washed with water, dried and concentrated. Recrystallization of the residu... Reactants: OC1=C(C=O)C=CC=C1C (2-hydroxy-3-methyl-benzaldehyde), Cl.NO (hydroxylamine hydrochloride), C(C)(=O)[O-].[Na+] (sodium acetate). Run in C(=O)O (formic acid). The product is OC1=C(C#N)C=CC=C1C (2-Hydroxy-3-methyl-benzonitrile). RXN SMILES: [OH:1][C:2]1[C:9]([CH3:10])=[CH:8][CH:7]=[CH:6][C:3]=1[CH:4]=O.Cl.[NH2:12]O.C([O-])(=O)C.[Na+]>C(O)=O>[OH:1][C:2]1[C:9]([CH3:10])=[CH:8][CH:7]=[CH:6][C:3]=1[C:4]#[N:12] |f:1.2,3.4|. Procedure: A solution of 2-hydroxy-3-methyl-benzaldehyde (1.13 g, 8.29 mmol), hydroxylamine hydrochloride (0.69 g, 9.9 mmol) and sodium acetate (0.8 g, 9.9 mmol) in formic acid (20 ml) is heated at reflux over night. The solvent is evaporated under reduced pressure and the residue is partitioned between water and ethyl acetate. The organic phase is dried and evaporated to dryness. Chromatography yields the title compound. (CDCl3, 400 MHz): 7.32 (m, 2H); 6.89 (t, 1H); 5.65 (s, 1H); 2.23 (s, 3H). Yields the product COC(NC(C(C)C)C(=O)N1C(CCC1)C=1NC(=CN1)C1=CC2=CC=C(C=C2C=C1)C1=CC=C(C=C1)C=1NC(=NC1)C1N(CC(C1)OC)C(C(C1=CC=CC=C1)NC(=O)OC)=O)=O ([1-(2-{5-[6-(4-{2-[4-Methoxy-1-(2-methoxycarbonylamino-2-phenyl-acetyl)-pyrrolidin-2-yl]-3H-imidazol-4-yl}-phenyl)-naphthalen-2-yl]-1H-imidazol-2-yl}-pyrrolidine-1-carbonyl)-2-methyl-propyl]-carbamic acid methyl ester). Procedure: [1-(2-{5-[6-(4-{2-[4-Methoxy-1-(2-methoxycarbonylamino-2-phenyl-acetyl)-pyrrolidin-2-yl]-3H-imidazol-4-yl}-phenyl)-naphthalen-2-yl]-1H-imidazol-2-yl}-pyrrolidine-1-carbonyl)-2-methyl-propyl]-carbamic acid methyl ester was prepared following the procedure for [1-(2-{5-[6-(4-{2-[1-(2-Methoxycarbonylamino-2-phenyl-propionyl)-pyrrolidin-2-yl]-3H-imidazol-4-yl}-phenyl)-naphthalen-2-yl]-1H-imidazol-2-yl}-pyrrolidine-1-carbonyl)-2-methyl-propyl]-carbamic acid methyl ester, substituting 4-Methoxy-pyrrol... Reactants: COC(NC(C(C)C)C(=O)N1C(CCC1)C=1NC(=CN1)C1=CC2=CC=C(C=C2C=C1)C1=CC=C(C=C1)C=1NC(=NC1)C1N(CCC1)C(C(C)(C1=CC=CC=C1)NC(=O)OC)=O)=O ([1-(2-{5-[6-(4-{2-[1-(2-Methoxycarbonylamino-2-phenyl-propionyl)-pyrrolidin-2-yl]-3H-imidazol-4-yl}-phenyl)-naphthalen-2-yl]-1H-imidazol-2-yl}-pyrrolidine-1-carbonyl)-2-methyl-propyl]-carbamic acid methyl ester), COC(=O)NC(C(=O)O)(C)C1=CC=CC=C1 (2-Methoxycarbonylamino-2-phenyl-propionic acid), C(C)(C)(C)OC(=O)N1C(CCC1)C(=O)O (Pyrrolidine-1,2-dicarboxylic acid 1-tert-butyl ester), COC(=O)NC(C(=O)O)C1=CC=CC=C1 (Methoxycarbonylamino-phenyl-acetic acid). As a reaction SMILES: [CH3:1][O:2][C:3](=[O:62])[NH:4][CH:5]([C:9]([N:11]1[CH2:15][CH2:14][CH2:13][CH:12]1[C:16]1[NH:17][C:18]([C:21]2[CH:30]=[CH:29][C:28]3[C:23](=[CH:24][CH:25]=[C:26]([C:31]4[CH:36]=[CH:35][C:34]([C:37]5[NH:38][C:39]([CH:42]6[CH2:46][CH2:45][CH2:44][N:43]6[C:47](=[O:61])[C:48]([NH:56][C:57]([O:59][CH3:60])=[O:58])([C:50]6[CH:55]=[CH:54][CH:53]=[CH:52][CH:51]=6)C)=[N:40][CH:41]=5)=[CH:33][CH:32]=4)[CH:27]=3)[CH:22]=2)=[CH:19][N:20]=1)=[O:10])[CH:6]([CH3:8])[CH3:7].[C:63]([O:67]C(N1CCCC1C(O)=O)=O)(C)(C)C.COC(NC(C1C=CC=CC=1)C(O)=O)=O.COC(NC(C1C=CC=CC=1)(C)C(O)=O)=O>>[CH3:1][O:2][C:3](=[O:62])[NH:4][CH:5]([C:9]([N:11]1[CH2:15][CH2:14][CH2:13][CH:12]1[C:16]1[NH:17][C:18]([C:21]2[CH:30]=[CH:29][C:28]3[C:23](=[CH:24][CH:25]=[C:26]([C:31]4[CH:32]=[CH:33][C:34]([C:37]5[NH:38][C:39]([CH:42]6[CH2:46][CH:45]([O:67][CH3:63])[CH2:44][N:43]6[C:47](=[O:61])[CH:48]([NH:56][C:57]([O:59][CH3:60])=[O:58])[C:50]6[CH:55]=[CH:54][CH:53]=[CH:52][CH:51]=6)=[N:40][CH:41]=5)=[CH:35][CH:36]=4)[CH:27]=3)[CH:22]=2)=[CH:19][N:20]=1)=[O:10])[CH:6]([CH3:7])[CH3:8]. Starting materials: BrC1=CC=C(C=C1)[C@H](C)N1C(O[C@](CC1)(C1=CC=CC=C1)CC(C)(C)O)=O ((S)-3-((S)-1-(4-bromophenyl)ethyl)-6-(2-hydroxy-2-methylpropyl)-6-phenyl-1,3-oxazinan-2-one), ClC1=NC(=NC=C1)C (4-chloro-2-methylpyrimidine). The product is OC(C[C@@]1(CCN(C(O1)=O)[C@@H](C)C1=CC=C(C=C1)C1=NC(=NC=C1)C)C1=CC=CC=C1)(C)C ((S)-6-(2-hydroxy-2-methylpropyl)-3-((S)-1-(4-(2-methylpyrimidin-4-yl)phenyl)ethyl)-6-phenyl-1,3-oxazinan-2-one). RXN SMILES: Br[C:2]1[CH:7]=[CH:6][C:5]([C@@H:8]([N:10]2[CH2:15][CH2:14][C@:13]([CH2:22][C:23]([OH:26])([CH3:25])[CH3:24])([C:16]3[CH:21]=[CH:20][CH:19]=[CH:18][CH:17]=3)[O:12][C:11]2=[O:27])[CH3:9])=[CH:4][CH:3]=1.Cl[C:29]1[CH:34]=[CH:33][N:32]=[C:31]([CH3:35])[N:30]=1>>[OH:26][C:23]([CH3:25])([CH3:24])[CH2:22][C@@:13]1([C:16]2[CH:21]=[CH:20][CH:19]=[CH:18][CH:17]=2)[O:12][C:11](=[O:27])[N:10]([C@H:8]([C:5]2[CH:6]=[CH:7][C:2]([C:29]3[CH:34]=[CH:33][N:32]=[C:31]([CH3:35])[N:30]=3)=[CH:3][CH:4]=2)[CH3:9])[CH2:15][CH2:14]1. Reported procedure: The title compound was prepared from (S)-3-((S)-1-(4-bromophenyl)ethyl)-6-(2-hydroxy-2-methylpropyl)-6-phenyl-1,3-oxazinan-2-one following procedures analogous to those described in Example 313 Steps 3 and 4 using 4-chloro-2-methylpyrimidine in Step 4. LC-MS Method 2 tR=1.196, m/z=446; 1H NMR (CD3OD) 0.92 (s, 3H), 1.27 (s, 3H), 1.58 (d, 3H), 2.12 (s, 2H), 2.23 (m, 1H), 2.51-2.66 (m, 2H), 2.70 (s, 3H), 3.07 (m, 1H), 5.59 (m, 1H), 7.09 (d, 2H), 7.16-7.42 (m, 5H), 7.65 (d, 1H), 7.89 (d, 2H), 8.61 (... Starting materials: CC(C)(C)CC1NC(C(=O)OC(C)(C)C)C(c2cccc(Cl)c2)C1(C#N)c1ccc(Cl)cc1, O=S(=O)(O)O. The product is CC(C)(C)CC1NC(C(=O)O)C(c2cccc(Cl)c2)C1(C#N)c1ccc(Cl)cc1. As a reaction SMILES: [C:1]([CH3:2])([CH3:3])([CH3:4])[O:5][C:6](=[O:7])[CH:8]1[NH:9][CH:10]([CH2:29][C:30]([CH3:31])([CH3:32])[CH3:33])[C:11]([C:20]#[N:21])([c:22]2[cH:23][cH:24][c:25]([Cl:28])[cH:26][cH:27]2)[CH:12]1[c:13]1[cH:14][c:15]([Cl:19])[cH:16][cH:17][cH:18]1.[S:34](=[O:35])(=[O:36])([OH:37])[OH:38]>>[O:5]=[C:6]([OH:7])[CH:8]1[NH:9][CH:10]([CH2:29][C:30]([CH3:31])([CH3:32])[CH3:33])[C:11]([C:20]#[N:21])([c:22]2[cH:23][cH:24][c:25]([Cl:28])[cH:26][cH:27]2)[CH:12]1[c:13]1[cH:14][c:15]([Cl:19])[cH:16][cH:17][cH:18]1. Reactants: CCCCC1(CCC(=O)CC)Cc2c(ccc(OC)c2Cl)C1=O, CC(=O)O, CCOC(C)=O, Cl. The product is CCCCC12CCC(=O)C(C)=C1c1ccc(OC)c(Cl)c1C2. RXN SMILES: [CH2:1]([CH2:2][CH2:3][CH3:4])[C:5]1([CH2:18][CH2:19][C:20]([CH2:21][CH3:22])=[O:23])[C:6](=[O:17])[c:7]2[cH:8][cH:9][c:10]([O:15][CH3:16])[c:11]([Cl:14])[c:12]2[CH2:13]1.[CH3:24][C:25](=[O:26])[OH:27].[CH3:29][CH2:30][O:31][C:32]([CH3:33])=[O:34].[ClH:28]>>[CH2:1]([CH2:2][CH2:3][CH3:4])[C:5]12[C:6](=[C:21]([CH3:22])[C:20](=[O:23])[CH2:19][CH2:18]1)[c:7]1[cH:8][cH:9][c:10]([O:15][CH3:16])[c:11]([Cl:14])[c:12]1[CH2:13]2.